This data is from the Open Reaction Database (ORD), a public repository of structured organic reaction records. The task is: describe an organic reaction: reactants, conditions, products, and yield The reactants are O=C1CCC2(CC1)OCCO2, C1CCOC1, CCOC(=O)OCC, CCCCCC, CC(=O)O, [H-], [Na+], O. The product is CCOC(=O)C1CC2(CCC1=O)OCCO2. Reaction SMILES: [CH2:11]1[CH2:12][O:13][C:14]2([CH2:15][CH2:16][C:17](=[O:20])[CH2:18][CH2:19]2)[O:21]1.[CH2:29]1[O:30][CH2:31][CH2:32][CH2:33]1.[CH2:3]([CH3:4])[O:5][C:6]([O:7][CH2:9][CH3:10])=[O:8].[CH3:23][CH2:24][CH2:25][CH2:26][CH2:27][CH3:28].[CH3:34][C:35](=[O:36])[OH:37].[H-:1].[Na+:2].[OH2:22]>>[CH2:3]([CH3:4])[O:5][C:6](=[O:7])[CH:18]1[C:17](=[O:20])[CH2:16][CH2:15][C:14]2([O:13][CH2:12][CH2:11][O:21]2)[CH2:19]1. Reactants: C(CN)N (ethylene diamine), C(C1=CC=CC=C1)(=O)N=C=S (benzoyl isothiocyanate), NC=1C(=C2N=CC=NC2=CC1)C (6-amino-5-methylquinoxaline). The solvent is C1(=CC=CC=C1)C (toluene), CC(=O)C (acetone), CC(=O)C (acetone). Conditions: time 16 hour. Yields the product NCCNC(NC=1C(=C2N=CC=NC2=CC1)C)=S (6-(N'-aminoethylthioureido)-5-methylquinoxaline). As a reaction SMILES: [C:1]([N:9]=[C:10]=[S:11])(=O)[C:2]1C=CC=CC=1.[NH2:12][C:13]1[C:14]([CH3:23])=[C:15]2[C:20](=[CH:21][CH:22]=1)[N:19]=[CH:18][CH:17]=[N:16]2.C(N)C[NH2:26]>CC(C)=O.C1(C)C=CC=CC=1>[NH2:26][CH2:2][CH2:1][NH:9][C:10](=[S:11])[NH:12][C:13]1[C:14]([CH3:23])=[C:15]2[C:20](=[CH:21][CH:22]=1)[N:19]=[CH:18][CH:17]=[N:16]2. Procedure: To a refluxing solution of benzoyl isothiocyanate (1.6 g) in dry acetone (20 mL) is added dropwise a solution of 6-amino-5-methylquinoxaline (1.2 g) in dry acetone (50 mL) over 30 minutes. The mixture is refluxed an additional two hours, cooled to room temperature, and rotary evaporated to a residue. This material is suspended in 10% NaOH solution (50 mL) forming a mixture which is heated at 90° C. for 30 minutes, then cooled to room temperature and adjusted to pH=8 by adding concentrated HCI. T...